Dataset: the Open Reaction Database (ORD), a public repository of structured organic reaction records. Task: describe an organic reaction: reactants, conditions, products, and yield Starting materials: CCO, NC1CC1, Nc1nc(Cl)c2ncn(C3COC(CO)O3)c2n1. Yields the product Nc1nc(NC2CC2)c2ncn(C3COC(CO)O3)c2n1. As a reaction SMILES: [CH3:23][CH2:24][OH:25].[CH:19]1([NH2:22])[CH2:20][CH2:21]1.[NH2:1][c:2]1[n:3][c:4]([Cl:18])[c:5]2[n:6][cH:7][n:8]([CH:11]3[O:12][CH:13]([CH2:16][OH:17])[O:14][CH2:15]3)[c:9]2[n:10]1>>[NH2:1][c:2]1[n:3][c:4]([NH:22][CH:19]2[CH2:20][CH2:21]2)[c:5]2[n:6][cH:7][n:8]([CH:11]3[O:12][CH:13]([CH2:16][OH:17])[O:14][CH2:15]3)[c:9]2[n:10]1. Starting materials: O1C(COC2=C3C=NNC3=CC=C2C)C1 (4-(2,3-epoxypropoxy)-5-methyl-indazole), O1C(COC2=C3C=NNC3=C(C=C2)C)C1 (4-(2,3-epoxypropoxy)-7-methyl-indazole), O1C(COC2=C3C=NNC3=CC(=C2)CC)C1 (4-(2,3-epoxypropoxy)-6-ethyl-indazole). The product is O1C(COC2=C3C=NNC3=CC(=C2)C)C1 (4-(2,3-Epoxypropoxy)-6-methyl-indazole). RXN SMILES: O1CC1COC1C(C)=CC=C2C=1C=NN2.O1CC1COC1C=CC(C)=C2C=1C=NN2.[O:31]1[CH2:46][CH:32]1[CH2:33][O:34][C:35]1[CH:43]=[C:42]([CH2:44]C)[CH:41]=[C:40]2[C:36]=1[CH:37]=[N:38][NH:39]2>>[O:31]1[CH2:46][CH:32]1[CH2:33][O:34][C:35]1[CH:43]=[C:42]([CH3:44])[CH:41]=[C:40]2[C:36]=1[CH:37]=[N:38][NH:39]2. Reported procedure: The following compounds are obtained in an analogous manner: 4-(2,3-epoxypropoxy)-5-methyl-indazole (m.p. 76°-78° C.), 4-(2,3-epoxypropoxy)-7-methyl-indazole and 4-(2,3-epoxypropoxy)-6-ethyl-indazole. Reactants: C(C)(C)(C)OC(=O)CCC(=O)N[C@@H](CC(OC(C)(C)C)=O)C(=O)N[C@@H](CCC(OC(C)(C)C)=O)C(=O)N[C@@H](CC1=C(C=CC=C1)C)C(=O)N[C@@H](C(C)(C)C)C(=O)N[C@@H](CC(C)C)C(=O)NC(C(C(=O)N)=O)CC(F)(F)F (3(RS)-[[N-[N-[N-[N-[N-[3-(tert-butoxycarbonyl)propionyl]-O-tert-butyl-L-αaspartyl]-O-tert-butyl-L-α-glutamyl]-2-methyl-L-phenylalanyl]-3-methyl-L-valyl]-L-leucyl]amino]-5,5,5-trifluoro-2-oxovaleramide). Run in FC(C(=O)O)(F)F (trifluoroacetic acid), C1(=CC=CC=C1)C (toluene). Reaction conditions: time 30 minute. Yields the product C(=O)(O)CCC(=O)N[C@@H](CC(O)=O)C(=O)N[C@@H](CCC(O)=O)C(=O)N[C@@H](CC1=C(C=CC=C1)C)C(=O)N[C@@H](C(C)(C)C)C(=O)N[C@@H](CC(C)C)C(=O)NC(C(C(=O)N)=O)CC(F)(F)F ([[N-[N-[N-[N-[N-(3-carboxypropionyl)-L-α-aspartyl]-L-α-glutamyl]-2-methyl-L-phenylalanyl]-3-methyl-L-valyl]-L-leucyl]amino]-5,5,5-trifluoro-2-oxo-valeramide). Reaction SMILES: C([O:5][C:6]([CH2:8][CH2:9][C:10]([NH:12][C@H:13]([C:22]([NH:24][C@H:25]([C:35]([NH:37][C@H:38]([C:47]([NH:49][C@H:50]([C:55]([NH:57][C@H:58]([C:63]([NH:65][CH:66]([CH2:72][C:73]([F:76])([F:75])[F:74])[C:67](=[O:71])[C:68]([NH2:70])=[O:69])=[O:64])[CH2:59][CH:60]([CH3:62])[CH3:61])=[O:56])[C:51]([CH3:54])([CH3:53])[CH3:52])=[O:48])[CH2:39][C:40]1[CH:45]=[CH:44][CH:43]=[CH:42][C:41]=1[CH3:46])=[O:36])[CH2:26][CH2:27][C:28](=[O:34])[O:29]C(C)(C)C)=[O:23])[CH2:14][C:15](=[O:21])[O:16]C(C)(C)C)=[O:11])=[O:7])(C)(C)C>FC(F)(F)C(O)=O.C1(C)C=CC=CC=1>[C:6]([CH2:8][CH2:9][C:10]([NH:12][C@H:13]([C:22]([NH:24][C@H:25]([C:35]([NH:37][C@H:38]([C:47]([NH:49][C@H:50]([C:55]([NH:57][C@H:58]([C:63]([NH:65][CH:66]([CH2:72][C:73]([F:74])([F:76])[F:75])[C:67](=[O:71])[C:68]([NH2:70])=[O:69])=[O:64])[CH2:59][CH:60]([CH3:62])[CH3:61])=[O:56])[C:51]([CH3:52])([CH3:54])[CH3:53])=[O:48])[CH2:39][C:40]1[CH:45]=[CH:44][CH:43]=[CH:42][C:41]=1[CH3:46])=[O:36])[CH2:26][CH2:27][C:28](=[O:29])[OH:34])=[O:23])[CH2:14][C:15](=[O:16])[OH:21])=[O:11])([OH:7])=[O:5]. Reported procedure: 80 mg (0.074 mmol) of 3(RS)-[[N-[N-[N-[N-[N-[3-(tert-butoxycarbonyl)propionyl]-O-tert-butyl-L-αaspartyl]-O-tert-butyl-L-α-glutamyl]-2-methyl-L-phenylalanyl]-3-methyl-L-valyl]-L-leucyl]amino]-5,5,5-trifluoro-2-oxovaleramide were dissolved in 3 ml of trifluoroacetic acid and the solution was stirred at room temperature for 30 minutes. The solution was then diluted with 10 ml of toluene and the solvent was removed by evaporation. The residue was purified by reverse-phase high-pressure liquid chroma... Reactants: C(C)(=O)N1CC(OC=2C1=CC=1C(C2)=[N+](ON1)[O-])(C)C (8-acetyl-7,8-dihydro-6,6-dimethyl-6H-[1,2,5]oxadiazolo[3,4-g][1,4]benzoxazine 3-oxide), P(OCC)(OCC)OCC (triethyl phosphite). Run in C1(=CC=CC=C1)C (toluene). Yields the product C(C)(=O)N1CC(OC=2C1=CC=1C(C2)=NON1)(C)C (8-acetyl-7,8-dihydro-6,6-dimethyl-6H-[1,2,5]oxadiazolo[3,4-g][1,4]benzoxazine). The yield is 68.6%. RXN SMILES: [C:1]([N:4]1[C:9]2=[CH:10][C:11]3[C:12](=[N+:14]([O-])[O:15][N:16]=3)[CH:13]=[C:8]2[O:7][C:6]([CH3:19])([CH3:18])[CH2:5]1)(=[O:3])[CH3:2].P(OCC)(OCC)OCC>C1(C)C=CC=CC=1>[C:1]([N:4]1[C:9]2=[CH:10][C:11]3[C:12](=[N:14][O:15][N:16]=3)[CH:13]=[C:8]2[O:7][C:6]([CH3:19])([CH3:18])[CH2:5]1)(=[O:3])[CH3:2]. Reported procedure: A mixture of 211 mg 8-acetyl-7,8-dihydro-6,6-dimethyl-6H-[1,2,5]oxadiazolo[3,4-g][1,4]benzoxazine 3-oxide, 15 ml toluene and 0.18 ml triethyl phosphite was heated under reflux for 16 hours, the solvent was distilled off from the reaction mixture, diethyl ether was added to the residue, and the precipitate was collected by filtration and recrystallized from 2 ml ethanol, giving 136 mg of 8-acetyl-7,8-dihydro-6,6-dimethyl-6H-[1,2,5]oxadiazolo[3,4-g][1,4]benzoxazine. Reactants: ClC=1C=C(C=CC1F)NC=1C2=C(N=CN1)NC(C2)=O (4-(3-chloro-4-fluoro-phenylamino)-5,7-dihydro-pyrrolo[2,3-d]pyrimidin-6-one), CC1=C(NC(=C1CCC(=O)N1CCOCC1)C)C=O (3,5-dimethyl-4-(3-morpholin-4-yl-3-oxo-propyl)-1H-pyrrole-2-carbaldehyde). Reagents/catalysts: N1CCCCC1 (piperidine). Run in C(C)O (ethanol). Run at time 3 day. Yields the product ClC=1C=C(C=CC1F)NC=1C2=C(N=CN1)NC(C2=CC=2NC(=C(C2C)CCC(=O)N2CCOCC2)C)=O (4-(3-Chloro-4-fluoro-phenylamino)-5-[3,5-dimethyl-4-(3-morpholin-4-yl-3-oxo-propyl)-1H-pyrrol-2-ylmethylene]-5,7-dihydro-pyrrolo[2,3-D]pyrimidin-6-one). As a reaction SMILES: [Cl:1][C:2]1[CH:3]=[C:4]([NH:9][C:10]2[C:11]3[CH2:18][C:17](=[O:19])[NH:16][C:12]=3[N:13]=[CH:14][N:15]=2)[CH:5]=[CH:6][C:7]=1[F:8].[CH3:20][C:21]1[C:25]([CH2:26][CH2:27][C:28]([N:30]2[CH2:35][CH2:34][O:33][CH2:32][CH2:31]2)=[O:29])=[C:24]([CH3:36])[NH:23][C:22]=1[CH:37]=O>N1CCCCC1.C(O)C>[Cl:1][C:2]1[CH:3]=[C:4]([NH:9][C:10]2[C:11]3[C:18](=[CH:37][C:22]4[NH:23][C:24]([CH3:36])=[C:25]([CH2:26][CH2:27][C:28]([N:30]5[CH2:35][CH2:34][O:33][CH2:32][CH2:31]5)=[O:29])[C:21]=4[CH3:20])[C:17](=[O:19])[NH:16][C:12]=3[N:13]=[CH:14][N:15]=2)[CH:5]=[CH:6][C:7]=1[F:8]. Procedure details: A mixture of 4-(3-chloro-4-fluoro-phenylamino)-5,7-dihydro-pyrrolo[2,3-d]pyrimidin-6-one (86 mg, 0.31 mmol), 3,5-dimethyl-4-(3-morpholin-4-yl-3-oxo-propyl)-1H-pyrrole-2-carbaldehyde (83 mg, 0.31 mmol) and piperidine (1 drop) in ethanol (2 mL) was stirred at room temperature for 3 days. The precipitate was collected by vacuum filtration, washed with ethanol and dried to give the title compound. MS 525 [M++1]. Starting materials: ClC1=CC=C(C=C1)C1(CCCNC12CCCCC2)O (5-(4-Chlorophenyl)-5-hydroxy-1-azaspiro[5.5]undecane), S(O)(O)(=O)=O (sulphuric acid), ice water. Conditions: time 3 hour. Yields the product S(=O)(=O)(O)O.ClC1=CC=C(C=C1)C1=CCCNC12CCCCC2 (5-(4-chlorophenyl)-1-azaspiro[5.5]undec-4-ene sulphate). RXN SMILES: [Cl:1][C:2]1[CH:7]=[CH:6][C:5]([C:8]2(O)[C:13]3([CH2:18][CH2:17][CH2:16][CH2:15][CH2:14]3)[NH:12][CH2:11][CH2:10][CH2:9]2)=[CH:4][CH:3]=1.[S:20](=[O:24])(=[O:23])([OH:22])[OH:21]>>[S:20]([OH:24])([OH:23])(=[O:22])=[O:21].[Cl:1][C:2]1[CH:7]=[CH:6][C:5]([C:8]2[C:13]3([CH2:14][CH2:15][CH2:16][CH2:17][CH2:18]3)[NH:12][CH2:11][CH2:10][CH:9]=2)=[CH:4][CH:3]=1 |f:2.3|. Procedure details: 5-(4-Chlorophenyl)-5-hydroxy-1-azaspiro[5.5]undecane (5.9 g, prepared as described in Example C) was dissolved in concentrated sulphuric acid (75 ml) and stirred at ambient temperature for 3 hours. The mixture was then poured slowly into ice-water (300 ml) and the resulting solid collected by filtration, washed with a little water and dried in vacuo at ambient temperature over phosphorus pentoxide to give 5-(4-chlorophenyl)-1-azaspiro[5.5]undec-4-ene sulphate as a white solid. Yield 6.2 g, mp 22... The reactants are COC=1CCCCC(N1)C=CC=1SC=CN1 (3,4,5,6-tetrahydro-7-methoxy-2-[2-(2-thiazolyl)ethenyl]-2H-azepine), [Cl-].[NH4+] (ammonium chloride). Product: Cl.S1C(=NC=C1)C=CC1CCCCC(N1)=N (hexahydro-7-[2-(2-thiazolyl)ethenyl]-2H-azepin-2-imine, monohydrochloride). RXN SMILES: CO[C:3]1[CH2:4][CH2:5][CH2:6][CH2:7][CH:8]([CH:10]=[CH:11][C:12]2[S:13][CH:14]=[CH:15][N:16]=2)[N:9]=1.[Cl-:17].[NH4+:18]>>[ClH:17].[S:13]1[CH:14]=[CH:15][N:16]=[C:12]1[CH:11]=[CH:10][CH:8]1[NH:9][C:3](=[NH:18])[CH2:4][CH2:5][CH2:6][CH2:7]1 |f:1.2,3.4|. Procedure: The product of Example 182 is reacted with ammonium chloride by the method of Example 5 to generate the title compound. Reactants: CC(=O)COC1C(NC(=O)Cc2ccccc2)C(=O)N1C(O)C(=O)OC(c1ccccc1)c1ccccc1, ClCCl, O, O=S(Cl)Cl, c1ccncc1. The product is CC(=O)COC1C(NC(=O)Cc2ccccc2)C(=O)N1C(Cl)C(=O)OC(c1ccccc1)c1ccccc1. Reaction SMILES: [CH2:1]([C:2](=[O:3])[CH3:4])[O:5][CH:6]1[CH:7]([NH:29][C:30]([CH2:31][c:32]2[cH:33][cH:34][cH:35][cH:36][cH:37]2)=[O:38])[C:8](=[O:28])[N:9]1[CH:10]([C:11](=[O:12])[O:13][CH:14]([c:15]1[cH:16][cH:17][cH:18][cH:19][cH:20]1)[c:21]1[cH:22][cH:23][cH:24][cH:25][cH:26]1)[OH:27].[CH2:50]([Cl:51])[Cl:52].[OH2:49].[S:39]([Cl:40])([Cl:41])=[O:42].[cH:43]1[cH:44][cH:45][n:46][cH:47][cH:48]1>>[CH2:1]([C:2](=[O:3])[CH3:4])[O:5][CH:6]1[CH:7]([NH:29][C:30]([CH2:31][c:32]2[cH:33][cH:34][cH:35][cH:36][cH:37]2)=[O:38])[C:8](=[O:28])[N:9]1[CH:10]([C:11](=[O:12])[O:13][CH:14]([c:15]1[cH:16][cH:17][cH:18][cH:19][cH:20]1)[c:21]1[cH:22][cH:23][cH:24][cH:25][cH:26]1)[Cl:41]. The reactants are C1(CC1)C=1C(=NC=C(C1)C1CC1)N1CCN(CC1)C(=O)C=1C=CC(=NC1)N1C(OC[C@H]1CO)=O ((R)-3-{5-[4-(3,5-dicyclopropylpyridin-2-yl)piperazine-1-carbonyl]pyridin-2-yl}-4-hydroxymethyloxazolidin-2-one), CI (methyl iodide). Product: C1(CC1)C=1C(=NC=C(C1)C1CC1)N1CCN(CC1)C(=O)C=1C=CC(=NC1)N1C(OC[C@H]1COC)=O ((R)-3-{5-[4-(3,5-dicyclopropylpyridin-2-yl)piperazine-1-carbonyl]pyridin-2-yl}-4-methoxymethyloxazolidin-2-one). Reaction SMILES: [CH:1]1([C:4]2[C:5]([N:13]3[CH2:18][CH2:17][N:16]([C:19]([C:21]4[CH:22]=[CH:23][C:24]([N:27]5[C@H:31]([CH2:32][OH:33])[CH2:30][O:29][C:28]5=[O:34])=[N:25][CH:26]=4)=[O:20])[CH2:15][CH2:14]3)=[N:6][CH:7]=[C:8]([CH:10]3[CH2:12][CH2:11]3)[CH:9]=2)[CH2:3][CH2:2]1.[CH3:35]I>>[CH:1]1([C:4]2[C:5]([N:13]3[CH2:18][CH2:17][N:16]([C:19]([C:21]4[CH:22]=[CH:23][C:24]([N:27]5[C@H:31]([CH2:32][O:33][CH3:35])[CH2:30][O:29][C:28]5=[O:34])=[N:25][CH:26]=4)=[O:20])[CH2:15][CH2:14]3)=[N:6][CH:7]=[C:8]([CH:10]3[CH2:12][CH2:11]3)[CH:9]=2)[CH2:2][CH2:3]1. Reported procedure: By reaction and treatment in the same manner as in Example 73 and using (R)-3-{5-[4-(3,5-dicyclopropylpyridin-2-yl)piperazine-1-carbonyl]pyridin-2-yl}-4-hydroxymethyloxazolidin-2-one (310 mg) described in Example 252 and methyl iodide (50 μL), the title compound (85 mg) was obtained.